This data is from the Open Reaction Database (ORD), a public repository of structured organic reaction records. The task is: describe an organic reaction: reactants, conditions, products, and yield The reactants are CC(C)(C)[O-], CCOc1ccccc1C1(O)C(=O)Nc2ccc(C#N)cc21, ClCCl, [K+], [K+], [K+], O=C([O-])[O-], CN(C)C=O, O=S(=O)(Cl)c1cccc2cccnc12. Yields the product CCOc1ccccc1C1(O)C(=O)N(S(=O)(=O)c2cccc3cccnc23)c2ccc(C#N)cc21. Reaction SMILES: [C:1]([O-:2])([CH3:3])([CH3:4])[CH3:5].[C:7](#[N:8])[c:9]1[cH:10][c:11]2[c:15]([cH:16][cH:17]1)[NH:14][C:13](=[O:18])[C:12]2([OH:19])[c:20]1[c:21]([O:26][CH2:27][CH3:28])[cH:22][cH:23][cH:24][cH:25]1.[CH2:54]([Cl:55])[Cl:56].[K+:43].[K+:44].[K+:6].[O-:45][C:46]([O-:47])=[O:48].[O:49]=[CH:50][N:51]([CH3:52])[CH3:53].[n:29]1[cH:30][cH:31][cH:32][c:33]2[cH:34][cH:35][cH:36][c:37]([S:39](=[O:40])(=[O:41])[Cl:42])[c:38]12>>[C:7](#[N:8])[c:9]1[cH:10][c:11]2[c:15]([cH:16][cH:17]1)[N:14]([S:39]([c:37]1[cH:36][cH:35][cH:34][c:33]3[cH:32][cH:31][cH:30][n:29][c:38]31)(=[O:40])=[O:41])[C:13](=[O:18])[C:12]2([OH:19])[c:20]1[c:21]([O:26][CH2:27][CH3:28])[cH:22][cH:23][cH:24][cH:25]1.